describe an organic reaction: reactants, conditions, products, and yield From a dataset of the Open Reaction Database (ORD), a public repository of structured organic reaction records. Reactants: FC1=C(C=C(OC2CN(C2)C2=C(C(=O)O)C=C(C=N2)C(F)(F)F)C=C1)C(F)(F)F (2-(3-(4-fluoro-3-(trifluoromethyl)phenoxy)azetidin-1-yl)-5-(trifluoromethyl)nicotinic acid), Cl.NC1(CC1)C1=CC=C(C(=O)OC)C=C1 (methyl 4-(1-aminocyclopropyl)benzoate hydrochloride). The product is FC1=C(C=C(OC2CN(C2)C2=C(C(=O)NC3(CC3)C3=CC=C(C(=O)OC)C=C3)C=C(C=N2)C(F)(F)F)C=C1)C(F)(F)F (methyl 4-(1-(2-(3-(4-fluoro-3-(trifluoromethyl)phenoxy)azetidin-1-yl)-5-(trifluoromethyl)nicotinamido)cyclopropyl)benzoate). The yield is 34.3%. Reaction SMILES: [F:1][C:2]1[CH:25]=[CH:24][C:5]([O:6][CH:7]2[CH2:10][N:9]([C:11]3[N:19]=[CH:18][C:17]([C:20]([F:23])([F:22])[F:21])=[CH:16][C:12]=3[C:13](O)=[O:14])[CH2:8]2)=[CH:4][C:3]=1[C:26]([F:29])([F:28])[F:27].Cl.[NH2:31][C:32]1([C:35]2[CH:44]=[CH:43][C:38]([C:39]([O:41][CH3:42])=[O:40])=[CH:37][CH:36]=2)[CH2:34][CH2:33]1>>[F:1][C:2]1[CH:25]=[CH:24][C:5]([O:6][CH:7]2[CH2:10][N:9]([C:11]3[N:19]=[CH:18][C:17]([C:20]([F:23])([F:22])[F:21])=[CH:16][C:12]=3[C:13]([NH:31][C:32]3([C:35]4[CH:44]=[CH:43][C:38]([C:39]([O:41][CH3:42])=[O:40])=[CH:37][CH:36]=4)[CH2:34][CH2:33]3)=[O:14])[CH2:8]2)=[CH:4][C:3]=1[C:26]([F:28])([F:27])[F:29] |f:1.2|. Procedure: The title compound (D176) (52 mg) was prepared according to the experimental procedure described in Description 144 starting from 2-(3-(4-fluoro-3-(trifluoromethyl)phenoxy)azetidin-1-yl)-5-(trifluoromethyl)nicotinic acid (D125) (108 mg, 0.254 mmol) and methyl 4-(1-aminocyclopropyl)benzoate (D7) (57.95 mg, 0.254 mmol). The reactants are CO, COC(=O)c1ccc2c(c1)CC(C)(C)C(c1cccc(S(=O)(=O)NC(C)C)c1)N2, [Na+], C1CCOC1, [OH-]. Product: CC(C)NS(=O)(=O)c1cccc(C2Nc3ccc(C(=O)O)cc3CC2(C)C)c1. Reaction SMILES: [CH3:37][OH:38].[CH:1]([CH3:2])([CH3:3])[NH:4][S:5](=[O:6])(=[O:7])[c:8]1[cH:9][c:10]([CH:14]2[NH:15][c:16]3[cH:17][cH:18][c:19]([C:26](=[O:27])[O:28][CH3:29])[cH:20][c:21]3[CH2:22][C:23]2([CH3:24])[CH3:25])[cH:11][cH:12][cH:13]1.[Na+:31].[O:32]1[CH2:33][CH2:34][CH2:35][CH2:36]1.[OH-:30]>>[CH:1]([CH3:2])([CH3:3])[NH:4][S:5](=[O:6])(=[O:7])[c:8]1[cH:9][c:10]([CH:14]2[NH:15][c:16]3[cH:17][cH:18][c:19]([C:26](=[O:27])[OH:28])[cH:20][c:21]3[CH2:22][C:23]2([CH3:24])[CH3:25])[cH:11][cH:12][cH:13]1. Yield: 79.1%. Product: C(C)OC(=O)N1N=C(C2=C1SC(=C2)C(=O)O)NC(C2=CC=C(C=C2)CCl)=O (1-(ethoxycarbonyl)-3-[(4-chloromethyl-benzoyl)amino]-1H-thieno[2,3-c]pyrazole-5-carboxylic acid). Procedure details: 5-tert-butyl 1-ethyl 3-[(4-chloromethyl-benzoyl)amino]-1H-thieno[2,3-c]pyrazole-1,5-dicarboxylate (8.2 g) was added to a solution of hydrochloric acid in dioxane (88 mL, 4N solution). The resulting mixture was stirred at 50° C. for 2 hours. Afterward, volatiles were removed by evaporation under reduced pressure and the residue triturated with diethyl ether, filtered, extensively washed with diethyl ether and dried under vacuum at 40° C. to give 5.7 g of the title compound, used in the next step ... Starting materials: ClCC1=CC=C(C(=O)NC=2C3=C(N(N2)C(=O)OCC)SC(=C3)C(=O)OC(C)(C)C)C=C1 (5-tert-butyl 1-ethyl 3-[(4-chloromethyl-benzoyl)amino]-1H-thieno[2,3-c]pyrazole-1,5-dicarboxylate), Cl (hydrochloric acid). Reaction conditions: temperature 50 celsius, time 2 hour. Reaction SMILES: [Cl:1][CH2:2][C:3]1[CH:31]=[CH:30][C:6]([C:7]([NH:9][C:10]2[C:11]3[CH:22]=[C:21]([C:23]([O:25]C(C)(C)C)=[O:24])[S:20][C:12]=3[N:13]([C:15]([O:17][CH2:18][CH3:19])=[O:16])[N:14]=2)=[O:8])=[CH:5][CH:4]=1.Cl>O1CCOCC1>[CH2:18]([O:17][C:15]([N:13]1[C:12]2[S:20][C:21]([C:23]([OH:25])=[O:24])=[CH:22][C:11]=2[C:10]([NH:9][C:7](=[O:8])[C:6]2[CH:5]=[CH:4][C:3]([CH2:2][Cl:1])=[CH:31][CH:30]=2)=[N:14]1)=[O:16])[CH3:19]. Solvent: O1CCOCC1 (dioxane).